This data is from the Open Reaction Database (ORD), a public repository of structured organic reaction records. The task is: describe an organic reaction: reactants, conditions, products, and yield Run at time 8 hour. The solvent is C1CCOC1 (THF). Yields the product desired product, C(C)OC(=O)C=1N=C2N(C=CC(=C2)C#N)C1 (7-cyano-imidazo[1,2-a]pyridine-2-carboxylic acid ethyl ester). The yield is 86.0%. Reaction SMILES: [NH2:1][C:2]1[CH:7]=[C:6]([C:8]#[N:9])[CH:5]=[CH:4][N:3]=1.Br[CH2:11][C:12](=O)[C:13]([O:15][CH2:16][CH3:17])=[O:14]>C1COCC1>[CH2:16]([O:15][C:13]([C:12]1[N:1]=[C:2]2[CH:7]=[C:6]([C:8]#[N:9])[CH:5]=[CH:4][N:3]2[CH:11]=1)=[O:14])[CH3:17]. Reported procedure: To a solution of 2-amino-4-cyanopyridine (4.00 g, 33.6 mmol) in THF (100 mL) add ethyl bromopyruvate (6.55 g, 33.6 mmol). Stir the mixture at rt overnight. A light yellow suspension forms. After filtration and washing with THF, dissolve the light yellow solid in EtOH (50 mL) and heat to reflux for 4 h. Concentrate in vacuo to afford the desired product 7-cyano-imidazo[1,2-a]pyridine-2-carboxylic acid ethyl ester as a solid (6.21 g, 28.9 mmol). The reactants are NC1=NC=CC(=C1)C#N (2-amino-4-cyanopyridine), BrCC(C(=O)OCC)=O (ethyl bromopyruvate). Starting materials: CC(C)(C)OC(=O)N1CCC(O)(c2cccc(CN)c2)CC1, O=C([O-])[O-], ClCCl, O=C(Cl)OCc1ccccc1, [K+], [K+], O. Yields the product CC(C)(C)OC(=O)N1CCC(O)(c2cccc(CNC(=O)OCc3ccccc3)c2)CC1. Reaction SMILES: [C:1]([CH3:2])([CH3:3])([CH3:4])[O:5][C:6](=[O:7])[N:8]1[CH2:9][CH2:10][C:11]([OH:14])([c:15]2[cH:16][c:17]([CH2:21][NH2:22])[cH:18][cH:19][cH:20]2)[CH2:12][CH2:13]1.[C:26](=[O:27])([O-:28])[O-:29].[CH2:23]([Cl:24])[Cl:25].[CH2:32]([c:33]1[cH:34][cH:35][cH:36][cH:37][cH:38]1)[O:39][C:40](=[O:41])[Cl:42].[K+:30].[K+:31].[OH2:43]>>[C:1]([CH3:2])([CH3:3])([CH3:4])[O:5][C:6](=[O:7])[N:8]1[CH2:9][CH2:10][C:11]([OH:14])([c:15]2[cH:16][c:17]([CH2:21][NH:22][C:40]([O:39][CH2:32][c:33]3[cH:34][cH:35][cH:36][cH:37][cH:38]3)=[O:41])[cH:18][cH:19][cH:20]2)[CH2:12][CH2:13]1. The reactants are C1(=CC=CC=C1)C(N)C1=CC=CC=C1 (diphenylmethanamine), C(C)(C)(C)OC(=O)N1C[C@H]2N(CC1)C[C@H](C2)C(=O)O ((7S,8aS)-2-(tert-butoxycarbonyl)octahydropyrrolo[1,2-a]pyrazine-7-carboxylic acid), C(C)N=C=NCCCN(C)C (1-ethyl-3-(3-dimethylaminopropyl) carbodiimide), O.OC1=CC=CC=2NN=NC21 (hydroxybenzotriazole hydrate). The solvent is ClCCl (dichloromethane), ClCCl (dichloromethane), O (water). Reaction conditions: time 1 hour. Product: C(C1=CC=CC=C1)(C1=CC=CC=C1)NC(=O)[C@H]1C[C@@H]2N(CCN(C2)C(=O)OC(C)(C)C)C1 ((7S,8aS)-tert-butyl 7-(benzhydrylcarbamoyl)hexahydropyrrolo[1,2-a]-pyrazine-2(1H)-carboxylate). RXN SMILES: [C:1]([O:5][C:6]([N:8]1[CH2:13][CH2:12][N:11]2[CH2:14][C@@H:15]([C:17]([OH:19])=O)[CH2:16][C@H:10]2[CH2:9]1)=[O:7])([CH3:4])([CH3:3])[CH3:2].C(N=C=NCCCN(C)C)C.O.OC1C2N=NNC=2C=CC=1.[C:42]1([CH:48]([C:50]2[CH:55]=[CH:54][CH:53]=[CH:52][CH:51]=2)[NH2:49])[CH:47]=[CH:46][CH:45]=[CH:44][CH:43]=1>ClCCl.O>[CH:48]([NH:49][C:17]([C@@H:15]1[CH2:14][N:11]2[CH2:12][CH2:13][N:8]([C:6]([O:5][C:1]([CH3:2])([CH3:3])[CH3:4])=[O:7])[CH2:9][C@@H:10]2[CH2:16]1)=[O:19])([C:50]1[CH:51]=[CH:52][CH:53]=[CH:54][CH:55]=1)[C:42]1[CH:47]=[CH:46][CH:45]=[CH:44][CH:43]=1 |f:2.3|. Reported procedure: To a solution of (7S,8aS)-2-(tert-butoxycarbonyl)octahydropyrrolo[1,2-a]pyrazine-7-carboxylic acid (80 mg, 0.296 mmol) in dichloromethane (2 mL) was added a solution of 1-ethyl-3-(3-dimethylaminopropyl) carbodiimide (68.9 mg, 0.444 mmol) and hydroxybenzotriazole hydrate (40.0 mg, 0.296 mmol) in dichloromethane (1 mL). The mixture was stirred at room temperature for 1 hour, and then diphenylmethanamine (54.2 mg, 0.296 mmol) was added. After stirring for three days the mixture was poured into wate...